Dataset: the Open Reaction Database (ORD), a public repository of structured organic reaction records. Task: describe an organic reaction: reactants, conditions, products, and yield Reactants: CCOC(=O)C (EtOAc), C(C)(C)(C)OC(=O)NCC(=O)O (2-{[(tert-Butoxy)carbonyl]amino}acetic acid), Cl.CNOC (N,O-dimethylhydroxylamine hydrochloride), C1=CN(C=N1)C(=O)N2C=CN=C2 (CDI). The solvent is C(Cl)Cl (DCM). Reaction conditions: time 1 hour. The product is CON(C(=O)CNC(OC(C)(C)C)=O)C (tert-Butyl N-{[methoxy(methyl)carbamoyl]methyl}carbamate). Isolated yield 82.5%. Reaction SMILES: [C:1]([O:5][C:6]([NH:8][CH2:9][C:10]([OH:12])=O)=[O:7])([CH3:4])([CH3:3])[CH3:2].C1N=CN(C(N2C=NC=C2)=O)C=1.Cl.[CH3:26][NH:27][O:28][CH3:29].CCOC(C)=O>C(Cl)Cl>[CH3:29][O:28][N:27]([CH3:26])[C:10]([CH2:9][NH:8][C:6](=[O:7])[O:5][C:1]([CH3:2])([CH3:3])[CH3:4])=[O:12] |f:2.3|. Reported procedure: 2-{[(tert-Butoxy)carbonyl]amino}acetic acid (5.00 g, 28.5 mmol) was dissolved in DCM (50 mL), CDI (5.09 g, 31.4 mmol) was added and the reaction mixture was stirred for 1 h. N,O-dimethylhydroxylamine hydrochloride (3.06 g, 31.4 mmol) was added and the reaction mixture was stirred for 16 h. EtOAc (150 mL) was added and the reaction mixture was washed with 1 M aq HCl (50 mL), sat aq NaHCO3 (2×50 mL), dried (Na2SO4) and concentrated in vacuo to give the crude title compound (5.13 g, 82%) as a white... Reactants: [OH-].[Na+] (sodium hydroxide), CN1C(CCC(C2=C1C=CC(=C2)C(=O)NC2=CC=C(C(=O)OCC)C=C2)(C)C)=O (ethyl p-(2,3,4,5-tetrahydro-1,5,5-trimethyl-2-oxo-1H-1-benzazepin-7-carboxamido)benzoate). The solvent is C(C)O.O1CCCC1 (ethanol tetrahydrofuran). Conditions: time 3 day. Yields the product CN1C(CCC(C2=C1C=CC(=C2)C(=O)NC2=CC=C(C(=O)O)C=C2)(C)C)=O (p-(2,3,4,5-tetrahydro-1,5,5-trimethyl-2-oxo-1H-1-benzazepine-7-carboxamido)benzoic acid). The yield is 87.2%. Reaction SMILES: [OH-].[Na+].[CH3:3][N:4]1[C:10]2[CH:11]=[CH:12][C:13]([C:15]([NH:17][C:18]3[CH:28]=[CH:27][C:21]([C:22]([O:24]CC)=[O:23])=[CH:20][CH:19]=3)=[O:16])=[CH:14][C:9]=2[C:8]([CH3:30])([CH3:29])[CH2:7][CH2:6][C:5]1=[O:31]>C(O)C.O1CCCC1>[CH3:3][N:4]1[C:10]2[CH:11]=[CH:12][C:13]([C:15]([NH:17][C:18]3[CH:19]=[CH:20][C:21]([C:22]([OH:24])=[O:23])=[CH:27][CH:28]=3)=[O:16])=[CH:14][C:9]=2[C:8]([CH3:29])([CH3:30])[CH2:7][CH2:6][C:5]1=[O:31] |f:0.1,3.4|. Reported procedure: 1.69 ml of 3N sodium hydroxide solution were added to 1.00 g of ethyl p-(2,3,4,5-tetrahydro-1,5,5-trimethyl-2-oxo-1H-1-benzazepin-7-carboxamido)benzoate in 10 ml of ethanol/tetrahydrofuran (1:1). The reaction mixture was stirred at room temperature for 3 days and thereafter poured on to ice/conc. hydrochloric acid and extracted with ethyl acetate. The extract was washed with saturated sodium chloride solution, dried and evaporated. Recrystallization from ethyl acetate yielded 0.81 g of p-(2,3,4,... The reactants are ClC=1C2=C(C=C3CCC(NC13)=O)CCN(CC2)C(=O)OCC (ethyl 11-chloro-2-oxo-1,2,3,4,6,7,9,10-octahydro-8H-azepino[4,5-g]quinoline-8-carboxylate), [OH-].[K+] (potassium hydroxide), [OH-].[Na+] (sodium hydroxide), Cl (hydrochloric acid). The solvent is C(CO)O (ethylene glycol). Run at temperature 120 celsius, time 1 hour. Yields the product ClC=1C2=C(C=C3CCC(NC13)=O)CCNCC2 (11-chloro-1,3,4,6,7,8,9,10-octahydro-2H-azepino[4,5-g]quinolin-2-one). The yield is 100.2%. Reaction SMILES: [Cl:1][C:2]1[C:3]2[CH2:17][CH2:16][N:15](C(OCC)=O)[CH2:14][CH2:13][C:4]=2[CH:5]=[C:6]2[C:11]=1[NH:10][C:9](=[O:12])[CH2:8][CH2:7]2.[OH-].[K+].Cl.[OH-].[Na+]>C(O)CO>[Cl:1][C:2]1[C:3]2[CH2:17][CH2:16][NH:15][CH2:14][CH2:13][C:4]=2[CH:5]=[C:6]2[C:11]=1[NH:10][C:9](=[O:12])[CH2:8][CH2:7]2 |f:1.2,4.5|. Reported procedure: To 1.865 g of ethyl 11-chloro-2-oxo-1,2,3,4,6,7,9,10-octahydro-8H-azepino[4,5-g]quinoline-8-carboxylate were added 20 mL of ethylene glycol and 20 mL of a 40% aqueous potassium hydroxide solution, followed by heating to 120° C. for 18 hours. The reaction mixture was ice-cooled and adjusted to pH 1 by the addition of concentrated hydrochloric acid, followed by stirring for 1 hour. The reaction mixture was alkalified by the addition of a 1 M aqueous sodium hydroxide solution, followed by extractio... RXN SMILES: [CH2:1]([c:2]1[cH:3][cH:4][cH:5][cH:6][cH:7]1)[n:8]1[c:9]2[cH:10][cH:11][c:12]([Cl:36])[cH:13][c:14]2[c:15]2[c:16]([C:24]([O:26][c:25]3[cH:27][cH:28][c:29]([N+:30]([O-:31])=[O:32])[cH:33][cH:34]3)=[O:35])[cH:17][cH:18][c:19]([O:21][CH2:22][CH3:23])[c:20]12.[Cl:37][c:38]1[cH:39][n:40][cH:41][c:42]([Cl:45])[c:43]1[NH2:44].[ClH:48].[H-:46].[Na+:47].[O:49]=[CH:50][N:51]([CH3:52])[CH3:53].[OH2:54]>>[CH2:1]([c:2]1[cH:3][cH:4][cH:5][cH:6][cH:7]1)[n:8]1[c:9]2[cH:10][cH:11][c:12]([Cl:36])[cH:13][c:14]2[c:15]2[c:16]([C:24](=[O:26])[NH:44][c:43]3[c:38]([Cl:37])[cH:39][n:40][cH:41][c:42]3[Cl:45])[cH:17][cH:18][c:19]([O:21][CH2:22][CH3:23])[c:20]12. The product is CCOc1ccc(C(=O)Nc2c(Cl)cncc2Cl)c2c3cc(Cl)ccc3n(Cc3ccccc3)c12. The reactants are CCOc1ccc(C(=O)Oc2ccc([N+](=O)[O-])cc2)c2c3cc(Cl)ccc3n(Cc3ccccc3)c12, Nc1c(Cl)cncc1Cl, Cl, [H-], [Na+], CN(C)C=O, O. Reactants: C(=O)(OCC1=CC=CC=C1)N[C@H](CCC1=CC=CC=C1)C(O)C=1OC2=C(N1)C=C(C=C2)C(C)(C)C (N-CBz-(1R)-1-[(RS)-(5-tert-butyl-2-benzoxazolyl)hydroxymethyl]-3-phenylpropylamine). The reagents and catalysts are [Pd] (palladium-on-charcoal). Solvent: CO (methanol). Conditions: time 10 hour. Product: C(C)(C)(C)C=1C=CC2=C(N=C(O2)C([C@@H](CCC2=CC=CC=C2)N)O)C1 ((1R)-1-[(RS)-(5-tert-Butyl-2-benzoxazolyl)hydroxymethl]-3-phenylpropylamine). Yield: 81.5%. RXN SMILES: C([NH:11][C@@H:12]([CH:21]([C:23]1[O:24][C:25]2[CH:31]=[CH:30][C:29]([C:32]([CH3:35])([CH3:34])[CH3:33])=[CH:28][C:26]=2[N:27]=1)[OH:22])[CH2:13][CH2:14][C:15]1[CH:20]=[CH:19][CH:18]=[CH:17][CH:16]=1)(OCC1C=CC=CC=1)=O>[Pd].CO>[C:32]([C:29]1[CH:30]=[CH:31][C:25]2[O:24][C:23]([CH:21]([OH:22])[C@H:12]([NH2:11])[CH2:13][CH2:14][C:15]3[CH:16]=[CH:17][CH:18]=[CH:19][CH:20]=3)=[N:27][C:26]=2[CH:28]=1)([CH3:35])([CH3:33])[CH3:34]. Procedure details: A mixture of N-CBz-(1R)-1-[(RS)-(5-tert-butyl-2-benzoxazolyl)hydroxymethyl]-3-phenylpropylamine (360 mg), anhydrous methanol (8 ml), and 10% palladium-on-charcoal (40 mg) was degassed, under reduced pressure, and then stirred vigorously under hydrogen atmosphere for 10 h. The mixture is filtered on a nylon pad (0.45 pm porosity) and concentrated in vacuo to afford the title product (210 mg) as a clear oil: 1H NMR (400 MHz, CDCl3, 3:2 mixture of diastereomers) δ1.80-2.02 (m, 2H), 2.65-2.89 (m, 2H... The reactants are NC(=O)NC=1SC(=CC1C(=O)N)C1=C(C=CC=C1)OC1CN(CC1)C(=O)OC(C)(C)C (2-[(Aminocarbonyl)amino]-5-{2-[(1-tert-butyloxycarbonylpyrrolidin-3-yl)oxy]phenyl}-3-thiophenecarboxamide), FC(C(=O)O)(F)F (trifluoroacetic acid). Run in ClCCl (dichloromethane). Conditions: time 1 hour. The product is NC(=O)NC=1SC(=CC1C(=O)N)C1=C(C=CC=C1)OC1CNCC1 (2-[(Aminocarbonyl)amino]-5-[2-(pyrrolidin-3-yloxy)phenyl]-3-thiophenecarboxamide). Yield: 63.2%. RXN SMILES: [NH2:1][C:2]([NH:4][C:5]1[S:6][C:7]([C:13]2[CH:18]=[CH:17][CH:16]=[CH:15][C:14]=2[O:19][CH:20]2[CH2:24][CH2:23][N:22](C(OC(C)(C)C)=O)[CH2:21]2)=[CH:8][C:9]=1[C:10]([NH2:12])=[O:11])=[O:3].FC(F)(F)C(O)=O>ClCCl>[NH2:1][C:2]([NH:4][C:5]1[S:6][C:7]([C:13]2[CH:18]=[CH:17][CH:16]=[CH:15][C:14]=2[O:19][CH:20]2[CH2:24][CH2:23][NH:22][CH2:21]2)=[CH:8][C:9]=1[C:10]([NH2:12])=[O:11])=[O:3]. Procedure details: 2-[(Aminocarbonyl)amino]-5-{2-[(1-tert-butyloxycarbonylpyrrolidin-3-yl)oxy]phenyl}-3-thiophenecarboxamide (200 mg) was suspended in dichloromethane (30 ml) and trifluoroacetic acid (5 ml) was added. The mixture was stirred for 1 h, followed by concentration in vacuo. The product was treated with 38% aqueous ammonia and then isolated by filtration as a brown powder (98 mg).